This data is from the Open Reaction Database (ORD), a public repository of structured organic reaction records. The task is: describe an organic reaction: reactants, conditions, products, and yield Reactants: CC=1C=CC(=CC1)C (p-xylene), C(C=C)(=O)Cl (acryloylchloride), [Al+3].[Cl-].[Cl-].[Cl-] (AlCl3), ice, Cl (HCl), Cl (HCl). The solvent is C(Cl)Cl (CH2Cl2), C(Cl)Cl (CH2Cl2), O (water). Run at time 8 hour. The product is CC1=C2CCC(C2=C(C=C1)C)=O (4,7-dimethyl-indan-1-one). As a reaction SMILES: [Al+3].[Cl-].[Cl-].[Cl-].[CH3:5][C:6]1[CH:7]=[CH:8][C:9]([CH3:12])=[CH:10][CH:11]=1.[C:13](Cl)(=[O:16])[CH:14]=[CH2:15].Cl>C(Cl)Cl.O>[CH3:5][C:6]1[CH:11]=[CH:10][C:9]([CH3:12])=[C:8]2[C:7]=1[CH2:15][CH2:14][C:13]2=[O:16] |f:0.1.2.3|. Procedure details: 180 mL CH2Cl2 and 36 g anhydrous AlCl3 (Carlo Erba) were charged in a 3-neck 0.5-L round bottomed flask equipped with magnetic stirring bar, 250-ml dropping funnel, thermometer and reflux condenser. A solution containing 31 ml p-xylene and 21 ml acryloylchloride (Aldrich) in 100 ml CH2Cl2 was placed in the dropping funnel. This solution was added dropwise over 4 hours to the flask, the content of which was kept under stirring at the temperature of 0° C. with a bath of water and ice. Evolution of... The reactants are OCC(C)(CO)CO (1,1,1-Tris(hydroxymethyl)ethane), COC(=C)C (2-methoxypropene). The reagents and catalysts are S(O)(O)(=O)=O (sulfuric acid). The solvent is CC(=O)C (acetone). Run at time 1 hour. The product is CC1(COC(OC1)(C)C)CO ((1,4,4-trimethyl-3,5-dioxanyl)methan-1-ol). The yield is 96.8%. RXN SMILES: [OH:1][CH2:2][C:3]([CH2:7][OH:8])([CH2:5][OH:6])[CH3:4].CO[C:11]([CH3:13])=[CH2:12]>CC(C)=O.S(=O)(=O)(O)O>[CH3:4][C:3]1([CH2:7][OH:8])[CH2:5][O:6][C:11]([CH3:13])([CH3:12])[O:1][CH2:2]1. Procedure details: 1,1,1-Tris(hydroxymethyl)ethane (120.2 g) and 2-methoxypropene (75.0 g) were suspended in acetone (300 ml). After adding one drop of conc. sulfuric acid at 0° C., the mixture was stirred for 1 hour and then at room temperature for additional 2 hours. After distilling off the acetone, a fraction obtained under reduced pressure (1.7 mmHg) at 70° C. was collected to give (1,4,4-trimethyl-3,5-dioxanyl)methan-1-ol (155.2 g). Starting materials: CC(CCl)CBr, Oc1cccc(F)c1. Yields the product CC(CCl)COc1cccc(F)c1. RXN SMILES: [Br:9][CH2:10][CH:11]([CH2:12][Cl:13])[CH3:14].[F:1][c:2]1[cH:3][c:4]([OH:8])[cH:5][cH:6][cH:7]1>>[F:1][c:2]1[cH:3][c:4]([O:8][CH2:10][CH:11]([CH2:12][Cl:13])[CH3:14])[cH:5][cH:6][cH:7]1.